This data is from the Open Reaction Database (ORD), a public repository of structured organic reaction records. The task is: describe an organic reaction: reactants, conditions, products, and yield The reactants are COC1=NC=CC2=C1C(=CN2C2COCC2)C2=CC=C(C=C2)S(=O)(=O)N (4-(4-methoxy-1-(tetrahydrofuran-3-yl)-1H-pyrrolo[3,2-c]pyridin-3-yl)benzenesulfonamide), [I-].[Na+] (sodium iodide), Cl[Si](C)(C)C (chloro(trimethyl)silane), C(O)([O-])=O.[Na+] (sodium hydrogencarbonate). Solvent: C(C)#N (acetonitrile). Conditions: temperature 50 celsius, time 8 hour. The product is O=C1NC=CC2=C1C(=CN2C2COCC2)C2=CC=C(C=C2)S(=O)(=O)N (4-(4-oxo-1-(tetrahydrofuran-3-yl)-4,5-dihydro-1H-pyrrolo[3,2-c]pyridin-3-yl)benzenesulfonamide). Yield: 67.4%. Reaction SMILES: C[O:2][C:3]1[C:8]2[C:9]([C:17]3[CH:22]=[CH:21][C:20]([S:23]([NH2:26])(=[O:25])=[O:24])=[CH:19][CH:18]=3)=[CH:10][N:11]([CH:12]3[CH2:16][CH2:15][O:14][CH2:13]3)[C:7]=2[CH:6]=[CH:5][N:4]=1.[I-].[Na+].Cl[Si](C)(C)C.C(=O)([O-])O.[Na+]>C(#N)C>[O:2]=[C:3]1[C:8]2[C:9]([C:17]3[CH:18]=[CH:19][C:20]([S:23]([NH2:26])(=[O:25])=[O:24])=[CH:21][CH:22]=3)=[CH:10][N:11]([CH:12]3[CH2:16][CH2:15][O:14][CH2:13]3)[C:7]=2[CH:6]=[CH:5][NH:4]1 |f:1.2,4.5|. Procedure: To a solution of 4-(4-methoxy-1-(tetrahydrofuran-3-yl)-1H-pyrrolo[3,2-c]pyridin-3-yl)benzenesulfonamide (17.1 mg) in acetonitrile (2 mL) were added sodium iodide (17.1 mg) and chloro(trimethyl)silane (0.058 mL), and the mixture was stirred overnight at 50° C. To the reaction mixture was added saturated aqueous sodium hydrogencarbonate solution, and the mixture was extracted with ethyl acetate. The organic layer was washed with saturated brine, dried over anhydrous sodium sulfate, and concentrate... Reactants: C[Si](C)(C)CCOCn1cc(-c2ccc(F)cc2)c2c(Cl)c(Br)cnc21, CCCC[Sn](Cl)(CCCC)CCCC, C1CCOC1, CCOCC, CC(C)[Mg+], [Cl-], [Cl-], [Cl-], [Li+], [NH4+]. Product: CCCC[Sn](CCCC)(CCCC)c1cnc2c(c(-c3ccc(F)cc3)cn2COCC[Si](C)(C)C)c1Cl. RXN SMILES: [Br:1][c:2]1[c:3]([Cl:26])[c:4]2[c:5]([n:6][cH:7]1)[n:8]([CH2:18][O:19][CH2:20][CH2:21][Si:22]([CH3:23])([CH3:24])[CH3:25])[cH:9][c:10]2-[c:11]1[cH:12][cH:13][c:14]([F:17])[cH:15][cH:16]1.[CH2:34]([CH2:35][CH2:36][CH3:37])[Sn:38]([CH2:39][CH2:40][CH2:41][CH3:42])([CH2:43][CH2:44][CH2:45][CH3:46])[Cl:47].[CH2:50]1[O:51][CH2:52][CH2:53][CH2:54]1.[CH3:55][CH2:56][O:57][CH2:58][CH3:59].[CH:30]([Mg+:31])([CH3:32])[CH3:33].[Cl-:28].[Cl-:29].[Cl-:48].[Li+:27].[NH4+:49]>>[c:2]1([Sn:38]([CH2:34][CH2:35][CH2:36][CH3:37])([CH2:39][CH2:40][CH2:41][CH3:42])[CH2:43][CH2:44][CH2:45][CH3:46])[c:3]([Cl:26])[c:4]2[c:5]([n:6][cH:7]1)[n:8]([CH2:18][O:19][CH2:20][CH2:21][Si:22]([CH3:23])([CH3:24])[CH3:25])[cH:9][c:10]2-[c:11]1[cH:12][cH:13][c:14]([F:17])[cH:15][cH:16]1. Reactants: COC=1C=CC2=C(SC(=C2CC2=CC=C(C=C2)CN2CCCC2)C2=CC=C(C=C2)OCCN2CCCC2)C1 (6-Methoxy-2-[4-[2-(1-pyrrolidinyl)ethoxy]phenyl]-3-[4-[(1-pyrrolidinyl)methyl]benzyl]benzo[b]thiophene), C(C)S (ethanethiol), [Cl-].[Al+3].[Cl-].[Cl-] (aluminum chloride). The solvent is ClC(C)Cl (dichloroethane). Conditions: time 1 hour. Product: OC=1C=CC2=C(SC(=C2CC2=CC=C(C=C2)CN2CCCC2)C2=CC=C(C=C2)OCCN2CCCC2)C1 (6-Hydroxy-2-[4-[2-(1-pyrrolidinyl)ethoxy]phenyl]-3-[4-[(1-pyrrolidinyl)methyl]benzyl]benzo[b]thiophene). Yield: 73.9%. RXN SMILES: C[O:2][C:3]1[CH:4]=[CH:5][C:6]2[C:10]([CH2:11][C:12]3[CH:17]=[CH:16][C:15]([CH2:18][N:19]4[CH2:23][CH2:22][CH2:21][CH2:20]4)=[CH:14][CH:13]=3)=[C:9]([C:24]3[CH:29]=[CH:28][C:27]([O:30][CH2:31][CH2:32][N:33]4[CH2:37][CH2:36][CH2:35][CH2:34]4)=[CH:26][CH:25]=3)[S:8][C:7]=2[CH:38]=1.C(S)C.[Cl-].[Al+3].[Cl-].[Cl-]>ClC(Cl)C>[OH:2][C:3]1[CH:4]=[CH:5][C:6]2[C:10]([CH2:11][C:12]3[CH:13]=[CH:14][C:15]([CH2:18][N:19]4[CH2:20][CH2:21][CH2:22][CH2:23]4)=[CH:16][CH:17]=3)=[C:9]([C:24]3[CH:29]=[CH:28][C:27]([O:30][CH2:31][CH2:32][N:33]4[CH2:37][CH2:36][CH2:35][CH2:34]4)=[CH:26][CH:25]=3)[S:8][C:7]=2[CH:38]=1 |f:2.3.4.5|. Reported procedure: 6-Methoxy-2-[4-[2-(1-pyrrolidinyl)ethoxy]phenyl]-3-[4-[(1-pyrrolidinyl)methyl]benzyl]benzo[b]thiophene (35 mg, 0.066 mmol) in dichloroethane (2 mL) at 0° C. under argon was treated with ethanethiol (0.1 mL) and aluminum chloride (98 mg) for 3 h before quenching with saturated aqueous sodium bicarbonate solution (5 mL). The stirring was allowed to continue for 1 h at ambient temperature. The resulting mixture was diluted with saturated aqueous sodium bicarbonate solution (50 mL) and extracted wit... Starting materials: ClC1=C(C(=C(C(=C1F)F)C1=CC2=C([C@]3(CCC(N[C@@H]3CC2)=O)C)C=C1)F)F ((+)-(4aR)-(10bR)-8-(4-chloro-2,3,5,6-tetrafluorophenyl)-10b-methyl-1,2,3,4,4a,5,6,10b-octahydrobenzo[f]quinolin-3-one), C(C)(C)(C)O (t-butanol), CC(C)([O-])C.[K+] (potassium t-butoxide), CI (Methyl iodide). The solvent is C(C)(=O)OCC (ethyl acetate). Conditions: time 4 hour. Yields the product CN1C(CC[C@@]2(C3=C(CC[C@@H]12)C=C(C=C3)C3=C(C(=C(C(=C3F)F)Cl)F)F)C)=O ((+)-(4aR)-(10bR)-4-methyl-8-(4-chloro-2,3,5,6-tetrafluoro-phenyl)-10b-methyl-1,2,3,4,4a,5,6,10b-octahydrobenzo[f]-quinolin-3-one). Isolated yield 66.0%. Reaction SMILES: [Cl:1][C:2]1[C:7]([F:8])=[C:6]([F:9])[C:5]([C:10]2[CH:25]=[CH:24][C:13]3[C@:14]4([CH3:23])[C@@H:19]([CH2:20][CH2:21][C:12]=3[CH:11]=2)[NH:18][C:17](=[O:22])[CH2:16][CH2:15]4)=[C:4]([F:26])[C:3]=1[F:27].[C:28](O)(C)(C)C.CC(C)([O-])C.[K+].CI>C(OCC)(=O)C>[CH3:28][N:18]1[C@H:19]2[C@@:14]([CH3:23])([C:13]3[CH:24]=[CH:25][C:10]([C:5]4[C:4]([F:26])=[C:3]([F:27])[C:2]([Cl:1])=[C:7]([F:8])[C:6]=4[F:9])=[CH:11][C:12]=3[CH2:21][CH2:20]2)[CH2:15][CH2:16][C:17]1=[O:22] |f:2.3|. Procedure details: A 15 mL round bottom flask was charged with (+)-(4aR)-(10bR)-8-(4-chloro-2,3,5,6-tetrafluorophenyl)-10b-methyl-1,2,3,4,4a,5,6,10b-octahydrobenzo[f]quinolin-3-one (43 mg, 0.12 mmol), 0.3 mL of t-butanol, and potassium t-butoxide (40 mg, 0.36 mmol). Methyl iodide (0,022 mL, 0.36 mmol) was added and the mixture was stirred at room temperature for 4 h. The mixture was diluted with ethyl acetate, and purified by silica gel chromatography (ethyl acetate eluent) to give 30 mg (66%) of the title compoun... Reactants: Brc1ccccn1, CCOC1CN(c2ncccn2)CC1Nc1nc(CC)c(-c2ccc(OC)nc2C)nc1CC, CCOC1CNCC1Nc1nc(CC)c(-c2ccc(OC)cc2Cl)nc1CC. Yields the product CCOC1CN(c2ccccn2)CC1Nc1nc(CC)c(-c2ccc(OC)cc2Cl)nc1CC. As a reaction SMILES: [Br:35][c:36]1[cH:37][cH:38][cH:39][cH:40][n:41]1.[CH2:1]([O:2][CH:3]1[CH2:4][N:5]([c:6]2[n:7][cH:8][cH:9][cH:10][n:11]2)[CH2:12][CH:13]1[NH:14][c:15]1[c:16]([CH2:17][CH3:18])[n:19][c:20](-[c:21]2[c:22]([CH3:23])[n:24][c:25]([O:26][CH3:27])[cH:28][cH:29]2)[c:30]([CH2:31][CH3:32])[n:33]1)[CH3:34].[Cl:42][c:43]1[c:44](-[c:51]2[n:52][c:53]([CH2:68][CH3:69])[c:54]([NH:59][CH:60]3[CH2:61][NH:62][CH2:63][CH:64]3[O:65][CH2:66][CH3:67])[n:55][c:56]2[CH2:57][CH3:58])[cH:45][cH:46][c:47]([O:49][CH3:50])[cH:48]1>>[c:36]1([N:62]2[CH2:61][CH:60]([NH:59][c:54]3[c:53]([CH2:68][CH3:69])[n:52][c:51](-[c:44]4[c:43]([Cl:42])[cH:48][c:47]([O:49][CH3:50])[cH:46][cH:45]4)[c:56]([CH2:57][CH3:58])[n:55]3)[CH:64]([O:65][CH2:66][CH3:67])[CH2:63]2)[cH:37][cH:38][cH:39][cH:40][n:41]1. Reactants: C[Si](C)(C)C#CC1(Cc2ccccc2)CCC2(CC1)OCCO2, CC(C)=O, Cl. Product: C[Si](C)(C)C#CC1(Cc2ccccc2)CCC(=O)CC1. RXN SMILES: [CH2:1]([c:2]1[cH:3][cH:4][cH:5][cH:6][cH:7]1)[C:8]1([C:18]#[C:19][Si:20]([CH3:21])([CH3:22])[CH3:23])[CH2:9][CH2:10][C:11]2([O:12][CH2:15][CH2:14][O:13]2)[CH2:16][CH2:17]1.[CH3:25][C:26](=[O:27])[CH3:28].[ClH:24]>>[CH2:1]([c:2]1[cH:3][cH:4][cH:5][cH:6][cH:7]1)[C:8]1([C:18]#[C:19][Si:20]([CH3:21])([CH3:22])[CH3:23])[CH2:9][CH2:10][C:11](=[O:12])[CH2:16][CH2:17]1.